Dataset: the Open Reaction Database (ORD), a public repository of structured organic reaction records. Task: describe an organic reaction: reactants, conditions, products, and yield Reactants: C1(=CC=CC=C1)P(O)=O (phenylphosphinic acid), C(=O)(O)C1=C(C=O)C=CC=C1 (2-carboxybenzaldehyde), resultant mixture. Solvent: C1(=CC=CC=C1)C (toluene). Yields the product O=C1OC(C2=CC=CC=C12)P(O)(=O)C1=CC=CC=C1 ((3-oxo-1,3-dihydro-isobenzofuran-1-yl)-phenyl-phosphinic acid). Yield: 58.0%. As a reaction SMILES: [C:1]([C:4]1[CH:11]=[CH:10][CH:9]=[CH:8][C:5]=1[CH:6]=[O:7])([OH:3])=O.[C:12]1([PH:18](=[O:20])[OH:19])[CH:17]=[CH:16][CH:15]=[CH:14][CH:13]=1>C1(C)C=CC=CC=1>[O:3]=[C:1]1[C:4]2[C:5](=[CH:8][CH:9]=[CH:10][CH:11]=2)[CH:6]([P:18]([C:12]2[CH:17]=[CH:16][CH:15]=[CH:14][CH:13]=2)(=[O:19])[OH:20])[O:7]1. Procedure: Into a suspension of 30.1 grams (0.2 moles) of 2-carboxybenzaldehyde in 240 mL of toluene is added 28.4 grams (0.2 moles) of phenylphosphinic acid. The resultant mixture is heated to reflux and 3.8 mL of water is collected by azeotropic distillation using a Dean-Stark receiver. Upon cooling the reaction mixture, the precipitated white solid is collected by filtration and dried. The crude solid is recrystallized from 240 mL of methanol to give 31.8 grams (58% yield) of (3-oxo-1,3-dihydro-isobenzo...